The task is: describe an organic reaction: reactants, conditions, products, and yield. This data is from the Open Reaction Database (ORD), a public repository of structured organic reaction records. Starting materials: Clc1ccc(Br)nc1, O=C([O-])[O-], Cc1cc(B(O)O)sc1C=O, [Na+], [Na+], CN(C)C=O. The product is Cc1cc(-c2ccc(Cl)cn2)sc1C=O. Reaction SMILES: [Br:12][c:13]1[n:14][cH:15][c:16]([Cl:19])[cH:17][cH:18]1.[C:20](=[O:21])([O-:22])[O-:23].[CH:1](=[O:2])[c:3]1[c:4]([CH3:11])[cH:5][c:6]([B:8]([OH:9])[OH:10])[s:7]1.[Na+:24].[Na+:25].[O:26]=[CH:27][N:28]([CH3:29])[CH3:30]>>[CH:1](=[O:2])[c:3]1[c:4]([CH3:11])[cH:5][c:6](-[c:13]2[n:14][cH:15][c:16]([Cl:19])[cH:17][cH:18]2)[s:7]1. The reactants are CCOC(C)=O, Cl, CS(=O)(=O)c1ccc(F)c(N)c1, [I-], [K+], O=N[O-], [Na+], O. Yields the product CS(=O)(=O)c1ccc(F)c(I)c1. RXN SMILES: [CH3:21][CH2:22][O:23][C:24]([CH3:25])=[O:26].[ClH:13].[F:1][c:2]1[c:3]([NH2:4])[cH:5][c:6]([S:9](=[O:10])(=[O:11])[CH3:12])[cH:7][cH:8]1.[I-:19].[K+:18].[N:14]([O-:15])=[O:16].[Na+:17].[OH2:20]>>[F:1][c:2]1[c:3]([I:19])[cH:5][c:6]([S:9](=[O:10])(=[O:11])[CH3:12])[cH:7][cH:8]1.